Dataset: the Open Reaction Database (ORD), a public repository of structured organic reaction records. Task: describe an organic reaction: reactants, conditions, products, and yield Run at time 15 minute. Reactants: N12CC(C(CC1)CC2)O (quinuclidin-3-ol), [H-].[Na+] (NaH), BrC1=C(C=CC=C1)N=C=O (2-bromophenyl isocyanate). As a reaction SMILES: [N:1]12[CH2:8][CH2:7][CH:4]([CH2:5][CH2:6]1)[CH:3]([OH:9])[CH2:2]2.[H-].[Na+].[Br:12][C:13]1[CH:18]=[CH:17][CH:16]=[CH:15][C:14]=1[N:19]=[C:20]=[O:21]>C1COCC1>[Br:12][C:13]1[CH:18]=[CH:17][CH:16]=[CH:15][C:14]=1[NH:19][C:20](=[O:21])[O:9][CH:3]1[CH:4]2[CH2:7][CH2:8][N:1]([CH2:6][CH2:5]2)[CH2:2]1 |f:1.2|. The product is BrC1=C(C=CC=C1)NC(OC1CN2CCC1CC2)=O (quinuclidin-3-yl 2-bromophenylcarbamate). The solvent is C1CCOC1 (THF). Procedure: To a solution of quinuclidin-3-ol (382 mg, 3.00 mmol) in THF (15 mL) was added NaH [60% dispersion in mineral oil] (156 mg, 3.90 mmol) at room temperature. The mixture was stirred for 15 min and 2-bromophenyl isocyanate (594 mg, 3.00 mmol) was added under stirring. The resulting mixture was stirred at room temperature for 18 h, quenched with brine and extracted with EtOAc. The organic layers were combined, dried over Na2SO4 and concentrated. The resulting crude product was purified by silica gel... The yield is 82.0%. Reactants: crude product, Cl (hydrogen chloride), OS(=O)(=O)O (H2SO4), OCC(C)N[C@H]([C@H](O)C1=CC(=CC=C1)F)C ((1R*,2S*)-2-[[(1RS)-2-hydroxy-1-methylethyl]amino]-1-(3-fluorophenyl)propanol), [OH-].[Na+] (sodium hydroxide). Run in C(C)OCC (diethyl ether), ice water, ClCCl (dichloromethane). Run at time 16 hour. Product: Cl.FC=1C=C(C=CC1)[C@@H]1[C@H](N[C@H](CO1)C)C ((+-)-(2R*,3R*,5S*)-2-(3-fluorophenyl)-3,5-dimethylmorpholine hydrochloride). RXN SMILES: OS(O)(=O)=O.O[CH2:7][CH:8]([NH:10][C@@H:11]([CH3:21])[C@@H:12]([C:14]1[CH:19]=[CH:18][CH:17]=[C:16]([F:20])[CH:15]=1)[OH:13])[CH3:9].[OH-].[Na+].[ClH:24]>ClCCl.C(OCC)C>[ClH:24].[F:20][C:16]1[CH:15]=[C:14]([C@H:12]2[O:13][CH2:7][C@H:8]([CH3:9])[NH:10][C@@H:11]2[CH3:21])[CH:19]=[CH:18][CH:17]=1 |f:2.3,7.8|. Procedure details: To concentrated H2SO4 (75 ml) was added a solution of (1R*,2S*)-2-[[(1RS)-2-hydroxy-1-methylethyl]amino]-1-(3-fluorophenyl)propanol (21.6 g, 0.095 mole) in dichloromethane (100 ml) at 0° C. The resulting mixture was stirred for 16 hours at room temperature and diluted with ice water. The aqueous phase was basified with 40% aqueous sodium hydroxide and extracted with diethyl ether. The diethyl ether layers were combined, washed with brine, dried (sodium sulfate), and concentrated under reduced pr... Reactants: N1(CCC1)CCN1C(=NC(=C1)C=1C=NC=C(C1)C(F)(F)F)C1CCN(CC1)C1=C(C(=NC=N1)N)CC (6-(4-(1-(2-(azetidin-1-yl)ethyl)-4-(5-(trifluoromethyl)pyridin-3-yl)-1H-imidazol-2-yl)piperidin-1-yl)-5-ethylpyrimidin-4-amine), N1(CCC1)CCN1C(=NC(=C1)C1=CC(=NC=C1)C(F)(F)F)C1CCNCC1 (4-(1-(2-(azetidin-1-yl)ethyl)-2-(piperidin-4-yl)-1H-imidazol-4-yl)-2-(trifluoromethyl)pyridine). The product is N1(CCC1)CCN1C(=NC(=C1)C1=CC(=NC=C1)C(F)(F)F)C1CCN(CC1)C1=C(C(=NC=N1)N)CC (6-(4-(1-(2-(azetidin-1-yl)ethyl)-4-(2-(trifluoromethyl)pyridin-4-yl)-1H-imidazol-2-yl)piperidin-1-yl)-5-ethylpyrimidin-4-amine). As a reaction SMILES: [N:1]1([CH2:5][CH2:6][N:7]2[CH:11]=[C:10](C3C=NC=C(C(F)(F)F)C=3)[N:9]=[C:8]2[CH:22]2[CH2:27][CH2:26][N:25]([C:28]3[N:33]=[CH:32][N:31]=[C:30]([NH2:34])[C:29]=3[CH2:35][CH3:36])[CH2:24][CH2:23]2)[CH2:4][CH2:3][CH2:2]1.N1(CCN2C=C([C:48]3[CH:53]=[CH:52][N:51]=[C:50]([C:54]([F:57])([F:56])[F:55])[CH:49]=3)N=C2C2CCNCC2)CCC1>>[N:1]1([CH2:5][CH2:6][N:7]2[CH:11]=[C:10]([C:48]3[CH:53]=[CH:52][N:51]=[C:50]([C:54]([F:57])([F:56])[F:55])[CH:49]=3)[N:9]=[C:8]2[CH:22]2[CH2:23][CH2:24][N:25]([C:28]3[N:33]=[CH:32][N:31]=[C:30]([NH2:34])[C:29]=3[CH2:35][CH3:36])[CH2:26][CH2:27]2)[CH2:2][CH2:3][CH2:4]1. Procedure details: The title compound was prepared in an analogous manner as 6-(4-(1-(2-(azetidin-1-yl)ethyl)-4-(5-(trifluoromethyl)pyridin-3-yl)-1H-imidazol-2-yl)piperidin-1-yl)-5-ethylpyrimidin-4-amine of using 4-(1-(2-(azetidin-1-yl)ethyl)-2-(piperidin-4-yl)-1H-imidazol-4-yl)-2-(trifluoromethyl)pyridine instead of 3-(1-(2-(azetidin-1-yl)ethyl)-2-(piperidin-4-yl)-1H-imidazol-4-yl)-5-(trifluoromethyl)pyridine hydrochloride salt. LC-MS: (M+1=501, obsd.=501). Reactants: [Mg] (Magnesium), C(C)=O (acetaldehyde), BrC1=CC=C2C(CCN(C2=C1)C)(C)C (7-bromo-1,2,3,4-tetrahydro-1,4,4-trimethylquinoline). The solvent is O1CCCC1 (tetrahydrofuran), O1CCCC1 (tetrahydrofuran), O1CCCC1 (tetrahydrofuran). Run at temperature 0 celsius, time 1 hour. The product is CC(O)C1=CC=C2C(CCN(C2=C1)C)(C)C (1,2,3,4-tetrahydro-α,1,4,4-tetramethyl-7-quinolinemethanol). Yield: 80.8%. RXN SMILES: [Mg].Br[C:3]1[CH:12]=[C:11]2[C:6]([C:7]([CH3:15])([CH3:14])[CH2:8][CH2:9][N:10]2[CH3:13])=[CH:5][CH:4]=1.[CH:16](=[O:18])[CH3:17]>O1CCCC1>[CH3:17][CH:16]([C:3]1[CH:12]=[C:11]2[C:6]([C:7]([CH3:15])([CH3:14])[CH2:8][CH2:9][N:10]2[CH3:13])=[CH:5][CH:4]=1)[OH:18]. Procedure: 2 g of Magnesium shavings were covered with 20 ml of tetrahydrofuran. A solution of 20.8 g of 7-bromo-1,2,3,4-tetrahydro-1,4,4-trimethylquinoline in 80 ml of tetrahydrofuran was added dropwise thereto at 55°-60° C. using an ultrasonics bath. Thereafter, the mixture was boiled at reflux for an additional 2 hours, cooled to 0° C. and a solution of 10 g of acetaldehyde in 80 ml of tetrahydrofuran was added dropwise thereto. After stirring at room temperature for 1 hour, the mixture was poured on to... Reactants: FC=1C=C2C(C(NC2=CC1)=O)=O (5-fluoroisatin), FC1=CC=C2C(C(=O)OC(N2)=O)=C1 (5-fluoroisatoic anhydride), FC=1C=C2C(C(=O)OC(N2)=O)=CC1 (4-fluoroisatoic anhydride). Yields the product FC=1C=C2C(N3C(=NC2=CC1)C(C1=CC=NC=C13)=O)=O (2-Fluoro-9-azaindolo[2,1-b]quinazoline-6,12-dione). As a reaction SMILES: [F:1][C:2]1[CH:3]=[C:4]2[C:8](=[CH:9][CH:10]=1)[NH:7][C:6](=O)[C:5]2=[O:12].F[C:14]1C=[C:18]2C(O[C:22](=[O:24])[NH:23][C:17]2=[CH:16][CH:15]=1)=O.FC1C=C2[NH:35]C(=O)OC(=O)C2=CC=1>>[F:1][C:2]1[CH:3]=[C:4]2[C:8](=[CH:9][CH:10]=1)[N:7]=[C:6]1[C:5](=[O:12])[C:16]3[C:17]([N:23]1[C:22]2=[O:24])=[CH:18][N:35]=[CH:14][CH:15]=3. Reported procedure: Using the procedure in Example 36 and substituting 6-azaisatin (Example 9, J. Parrick et al., Tetrahedron Lett. 25:3099, 1984) for 5-fluoroisatin and 5-fluoroisatoic anhydride for 4-fluoroisatoic anhydride gives the title compound.